Dataset: the Open Reaction Database (ORD), a public repository of structured organic reaction records. Task: describe an organic reaction: reactants, conditions, products, and yield Starting materials: CCCOc1ccc(C=O)cc1OC, CCO. The product is CCCOc1ccc(CO)cc1OC. As a reaction SMILES: [CH2:1]([CH2:2][CH3:3])[O:4][c:5]1[c:6]([O:13][CH3:14])[cH:7][c:8]([CH:9]=[O:10])[cH:11][cH:12]1.[CH3:15][CH2:16][OH:17]>>[CH2:1]([CH2:2][CH3:3])[O:4][c:5]1[c:6]([O:13][CH3:14])[cH:7][c:8]([CH2:9][OH:10])[cH:11][cH:12]1. Starting materials: C1=CC=CC=2C3=CC=CC=C3C(C12)COC(=O)N1C[C@@H](C[C@@H](C1)C(N(CC1=CN(C2=CC=CC=C12)CCCOC)C1CC1)=O)N ((3R*,5S*)-3-amino-5-{cyclopropyl-[1-(3-methoxy-propyl)-1H-indol-3-ylmethyl]-carbamoyl}-piperidine-1-carboxylic acid 9H-fluoren-9-ylmethyl ester), ClC(C)Cl (dichloroethane), C(C1=CC=CC=C1)N=C=O (benzyl isocyanate), C(C1=CC=CC=C1)N=C=O (benzyl isocyanate). Run at temperature 50 celsius, time 14 hour. Yields the product C1(CC1)N(C(=O)[C@@H]1CNC[C@@H](C1)NC(=O)NCC1=CC=CC=C1)CC1=CN(C2=CC=CC=C12)CCCOC ((3S*,5R*)-5-(3-Benzyl-ureido)-piperidine-3-carboxylic acid cyclopropyl-[1-(3-methoxy-propyl)-1H-indol-3-ylmethyl]-amide). Reaction SMILES: C1C2C(COC([N:18]3[CH2:23][C@@H:22]([C:24](=[O:44])[N:25]([CH:41]4[CH2:43][CH2:42]4)[CH2:26][C:27]4[C:35]5[C:30](=[CH:31][CH:32]=[CH:33][CH:34]=5)[N:29]([CH2:36][CH2:37][CH2:38][O:39][CH3:40])[CH:28]=4)[CH2:21][C@@H:20]([NH2:45])[CH2:19]3)=O)C3C(=CC=CC=3)C=2C=CC=1.ClC(Cl)C.[CH2:50]([N:57]=[C:58]=[O:59])[C:51]1[CH:56]=[CH:55][CH:54]=[CH:53][CH:52]=1>>[CH:41]1([N:25]([CH2:26][C:27]2[C:35]3[C:30](=[CH:31][CH:32]=[CH:33][CH:34]=3)[N:29]([CH2:36][CH2:37][CH2:38][O:39][CH3:40])[CH:28]=2)[C:24]([C@H:22]2[CH2:21][C@@H:20]([NH:45][C:58]([NH:57][CH2:50][C:51]3[CH:56]=[CH:55][CH:54]=[CH:53][CH:52]=3)=[O:59])[CH2:19][NH:18][CH2:23]2)=[O:44])[CH2:43][CH2:42]1. Reported procedure: A mixture of (3R*,5S*)-3-amino-5-{cyclopropyl-[1-(3-methoxy-propyl)-1H-indol-3-ylmethyl]-carbamoyl}-piperidine-1-carboxylic acid 9H-fluoren-9-ylmethyl ester (91 mg, 0.15 mmol), dichloroethane (2 mL) and benzyl isocyanate (18.4 μL, 0.15 mmol) is shaken for 14 h at 50° C. A second portion of benzyl isocyanate (9.2 μL, 0.075 mmol) is added and shaking is continued for 5 h at 60° C. The mixture is evaporated in vacuo. The crude product is stirred with a solution of CH2Cl2/piperidine 4:1 (5 mL) for 2... Reactants: CN1C(=CC2=CC=CC=C12)C(=O)Cl (1-methyl-1H-indole-2-carbonyl chloride), NC1=NC=C(C2=C1C(=CS2)C2=CC(=C(C=C2)N)OC)NC(CCN(CC)CC)=O (N-[4-Amino-3-(4-amino-3-methoxyphenyl)thieno[3,2-c]pyridin-7-yl]-3-diethylaminopropionamide). The product is NC1=NC=C(C2=C1C(=CS2)C2=CC(=C(C=C2)NC(=O)C=2N(C1=CC=CC=C1C2)C)OC)NC(CCN(CC)CC)=O (N-[4-(4-amino-7-{[3-(diethylamino)propanoyl]amino}thieno[3,2-c]pyridin-3-yl)-2-methoxyphenyl]-1-methyl-1H-indole-2-carboxamide). RXN SMILES: [CH3:1][N:2]1[C:10]2[C:5](=[CH:6][CH:7]=[CH:8][CH:9]=2)[CH:4]=[C:3]1[C:11](Cl)=[O:12].[NH2:14][C:15]1[C:20]2[C:21]([C:24]3[CH:29]=[CH:28][C:27]([NH2:30])=[C:26]([O:31][CH3:32])[CH:25]=3)=[CH:22][S:23][C:19]=2[C:18]([NH:33][C:34](=[O:42])[CH2:35][CH2:36][N:37]([CH2:40][CH3:41])[CH2:38][CH3:39])=[CH:17][N:16]=1>>[NH2:14][C:15]1[C:20]2[C:21]([C:24]3[CH:29]=[CH:28][C:27]([NH:30][C:11]([C:3]4[N:2]([CH3:1])[C:10]5[C:5]([CH:4]=4)=[CH:6][CH:7]=[CH:8][CH:9]=5)=[O:12])=[C:26]([O:31][CH3:32])[CH:25]=3)=[CH:22][S:23][C:19]=2[C:18]([NH:33][C:34](=[O:42])[CH2:35][CH2:36][N:37]([CH2:38][CH3:39])[CH2:40][CH3:41])=[CH:17][N:16]=1. Procedure: The title compound was prepared using 1-methyl-1H-indole-2-carbonyl chloride, N-[4-Amino-3-(4-amino-3-methoxyphenyl)thieno[3,2-c]pyridin-7-yl]-3-diethylaminopropionamide, and the procedure described in General Procedure F. m/z (M+H)+ 571.3. The reactants are S(=O)(Cl)Cl (thionyl chloride), OCC(C(=O)OCC)F (Ethyl 3-hydroxy-2-fluoropropionate), C1(=CC=CC=C1)C (toluene). Solvent: N1=CC=CC=C1 (pyridine). Run at time 2 hour. Yields the product ClCC(C(=O)OCC)F (ethyl 3-chloro-2-fluoropropionate). Reaction SMILES: S(Cl)([Cl:3])=O.O[CH2:6][CH:7]([F:13])[C:8]([O:10][CH2:11][CH3:12])=[O:9].C1(C)C=CC=CC=1>N1C=CC=CC=1>[Cl:3][CH2:6][CH:7]([F:13])[C:8]([O:10][CH2:11][CH3:12])=[O:9]. Procedure: An amount of thionyl chloride of 8.99 g (0.08 mol) was introduced at 20-25° C. into a dry 50 ml round-bottomed flask under a nitrogen atmosphere. Ethyl 3-hydroxy-2-fluoropropionate (10.0 g, 0.07 mol) were subsequently metered in in 1 h and the mixture was subsequently stirred at ambient temperature for a further 2 h. An amount of toluene of 3.98 g (0.04 mol), together with 0.286 g of pyridine (5 mol %), were introduced into a second round-bottomed flask with an Anschutz head and the mixture was ... The reactants are CCOC(=O)c1ccc(Cl)c(-n2c(C)cc(C(F)(F)F)nc2=O)c1, Cl. The product is Cc1cc(C(F)(F)F)nc(=O)n1-c1cc(C(=O)O)ccc1Cl. Reaction SMILES: [CH2:1]([CH3:2])[O:3][C:4]([c:5]1[cH:6][c:7](-[n:12]2[c:13](=[O:23])[n:14][c:15]([C:19]([F:20])([F:21])[F:22])[cH:16][c:17]2[CH3:18])[c:8]([Cl:11])[cH:9][cH:10]1)=[O:24].[ClH:25]>>[O:3]=[C:4]([c:5]1[cH:6][c:7](-[n:12]2[c:13](=[O:23])[n:14][c:15]([C:19]([F:20])([F:21])[F:22])[cH:16][c:17]2[CH3:18])[c:8]([Cl:11])[cH:9][cH:10]1)[OH:24]. Reactants: CO, ClCCl, CN1CCN(c2ccc(N=C=S)cc2)CC1, NC(=O)Nc1ccc(OCCN2CCCC2)cc1. The product is CN1CCN(c2ccc(NC(N)=S)cc2)CC1. RXN SMILES: [CH3:38][OH:39].[Cl:35][CH2:36][Cl:37].[N:19](=[C:20]=[S:21])[c:22]1[cH:23][cH:24][c:25]([N:28]2[CH2:29][CH2:30][N:31]([CH3:34])[CH2:32][CH2:33]2)[cH:26][cH:27]1.[N:1]1([CH2:2][CH2:3][O:4][c:5]2[cH:6][cH:7][c:8]([NH:9][C:10]([NH2:11])=[O:12])[cH:13][cH:14]2)[CH2:15][CH2:16][CH2:17][CH2:18]1>>[NH2:1][C:20]([NH:19][c:22]1[cH:23][cH:24][c:25]([N:28]2[CH2:29][CH2:30][N:31]([CH3:34])[CH2:32][CH2:33]2)[cH:26][cH:27]1)=[S:21]. Starting materials: CC1CNCC(C)O1, CO, CCOC(=N)c1ccc(C(=O)Nc2ccc(Cl)c(-c3ccccn3)c2)cc1. Yields the product CC1CN(C(=N)c2ccc(C(=O)Nc3ccc(Cl)c(-c4ccccn4)c3)cc2)CC(C)O1. Reaction SMILES: [CH3:28][CH:29]1[O:30][CH:31]([CH3:35])[CH2:32][NH:33][CH2:34]1.[CH3:36][OH:37].[Cl:1][c:2]1[c:3](-[c:22]2[n:23][cH:24][cH:25][cH:26][cH:27]2)[cH:4][c:5]([NH:8][C:9](=[O:10])[c:11]2[cH:12][cH:13][c:14]([C:15]([O:16][CH2:17][CH3:18])=[NH:19])[cH:20][cH:21]2)[cH:6][cH:7]1>>[Cl:1][c:2]1[c:3](-[c:22]2[n:23][cH:24][cH:25][cH:26][cH:27]2)[cH:4][c:5]([NH:8][C:9](=[O:10])[c:11]2[cH:12][cH:13][c:14]([C:15](=[NH:19])[N:33]3[CH2:32][CH:31]([CH3:35])[O:30][CH:29]([CH3:28])[CH2:34]3)[cH:20][cH:21]2)[cH:6][cH:7]1. Starting materials: C(C)OC(CCCCCCN1C(N(C(=C1C1=CC=CC=C1)C1=CC=CC=C1)CC)=O)=O (7-(3-ethyl-4.5-diphenyl-2-oxo-4-imidazolin-1-yl) enanthic acid ethyl ester), [OH-].[Na+] (NaOH). Run in C(C)O (ethanol). The product is C(C)N1C(N(C(=C1C1=CC=CC=C1)C1=CC=CC=C1)CCCCCCC(=O)O)=O (7-(3-Ethyl-4.5-diphenyl-2-oxo-4-imidazolin-1-yl) enanthic acid). Reaction SMILES: C([O:3][C:4](=[O:31])[CH2:5][CH2:6][CH2:7][CH2:8][CH2:9][CH2:10][N:11]1[C:15]([C:16]2[CH:21]=[CH:20][CH:19]=[CH:18][CH:17]=2)=[C:14]([C:22]2[CH:27]=[CH:26][CH:25]=[CH:24][CH:23]=2)[N:13]([CH2:28][CH3:29])[C:12]1=[O:30])C.[OH-].[Na+]>C(O)C>[CH2:28]([N:13]1[C:14]([C:22]2[CH:27]=[CH:26][CH:25]=[CH:24][CH:23]=2)=[C:15]([C:16]2[CH:17]=[CH:18][CH:19]=[CH:20][CH:21]=2)[N:11]([CH2:10][CH2:9][CH2:8][CH2:7][CH2:6][CH2:5][C:4]([OH:31])=[O:3])[C:12]1=[O:30])[CH3:29] |f:1.2|. Procedure: The product is produced as described in example 18 from 12.3 g of 7-(3-ethyl-4.5-diphenyl-2-oxo-4-imidazolin-1-yl) enanthic acid ethyl ester and 1.16 g of NaOH in 60 cc. of ethanol. Further purification by chromatography on silicic acid gel using chloroform as eluant.